Dataset: the Open Reaction Database (ORD), a public repository of structured organic reaction records. Task: describe an organic reaction: reactants, conditions, products, and yield Reactants: Cc1cc(-c2ccc(C(=O)N(C)c3ccc(CN4CCN(C(=O)OC(C)(C)C)C(C)C4)cc3)nc2)ccn1, CO, ClCCl, Cl, CC1CN(Cc2ccc(N(C)C(=O)c3ccc(-c4cccc(F)c4)nc3)cc2)CCN1. Reaction SMILES: [CH3:1][CH:2]1[N:3]([C:32]([O:33][C:34]([CH3:35])([CH3:36])[CH3:37])=[O:38])[CH2:4][CH2:5][N:6]([CH2:8][c:9]2[cH:10][cH:11][c:12]([N:15]([C:16](=[O:17])[c:18]3[cH:19][cH:20][c:21](-[c:24]4[cH:25][c:26]([CH3:30])[n:27][cH:28][cH:29]4)[cH:22][n:23]3)[CH3:31])[cH:13][cH:14]2)[CH2:7]1.[CH3:74][OH:75].[Cl:71][CH2:72][Cl:73].[ClH:70].[F:39][c:40]1[cH:41][c:42](-[c:43]2[n:44][cH:45][c:46]([C:47]([N:48]([CH3:49])[c:50]3[cH:51][cH:52][c:53]([CH2:54][N:55]4[CH2:56][CH2:57][NH:58][CH:59]([CH3:60])[CH2:61]4)[cH:62][cH:63]3)=[O:64])[cH:65][cH:66]2)[cH:67][cH:68][cH:69]1>>[CH3:1][CH:2]1[NH:3][CH2:4][CH2:5][N:6]([CH2:8][c:9]2[cH:10][cH:11][c:12]([N:15]([C:16](=[O:17])[c:18]3[cH:19][cH:20][c:21](-[c:24]4[cH:25][c:26]([CH3:30])[n:27][cH:28][cH:29]4)[cH:22][n:23]3)[CH3:31])[cH:13][cH:14]2)[CH2:7]1. The product is Cc1cc(-c2ccc(C(=O)N(C)c3ccc(CN4CCNC(C)C4)cc3)nc2)ccn1. Starting materials: CN(C)C=O, O=C(C(CCCl)c1ccccc1)N1C2CCCC1CC2, CCN(C(C)C)C(C)C, Cl, COc1ccc(F)cc1N1CCNCC1, [I-], [K+], O. Product: COc1ccc(F)cc1N1CCN(CCC(C(=O)N2C3CCCC2CC3)c2ccccc2)CC1. RXN SMILES: [CH3:48][N:49]([CH3:50])[CH:51]=[O:52].[CH:16]12[CH2:17][CH2:18][CH2:19][CH:20]([CH2:21][CH2:22]1)[N:23]2[C:24]([CH:25]([CH2:26][CH2:27][Cl:28])[c:29]1[cH:30][cH:31][cH:32][cH:33][cH:34]1)=[O:35].[CH:36]([N:37]([CH:38]([CH3:39])[CH3:40])[CH2:41][CH3:42])([CH3:43])[CH3:44].[ClH:47].[F:1][c:2]1[cH:3][cH:4][c:5]([O:14][CH3:15])[c:6]([N:8]2[CH2:9][CH2:10][NH:11][CH2:12][CH2:13]2)[cH:7]1.[I-:46].[K+:45].[OH2:53]>>[F:1][c:2]1[cH:3][cH:4][c:5]([O:14][CH3:15])[c:6]([N:8]2[CH2:9][CH2:10][N:11]([CH2:27][CH2:26][CH:25]([C:24]([N:23]3[CH:16]4[CH2:17][CH2:18][CH2:19][CH:20]3[CH2:21][CH2:22]4)=[O:35])[c:29]3[cH:30][cH:31][cH:32][cH:33][cH:34]3)[CH2:12][CH2:13]2)[cH:7]1. The reactants are [Al+3], COc1ccccc1, CCOC(C)=O, [Cl-], [Cl-], [Cl-], COc1ccc(CN2C(=O)C(Cc3ccccc3C)N=C(c3ccc(F)cc3)c3cc(Cl)ccc32)cc1, CC(Cl)Cl. Product: Cc1ccccc1CC1N=C(c2ccc(F)cc2)c2cc(Cl)ccc2NC1=O. Reaction SMILES: [Al+3:47].[CH3:38][O:39][c:40]1[cH:41][cH:42][cH:43][cH:44][cH:45]1.[CH3:54][CH2:55][O:56][C:57](=[O:58])[CH3:59].[Cl-:46].[Cl-:48].[Cl-:49].[Cl:1][c:2]1[cH:3][c:4]2[c:5]([cH:36][cH:37]1)[N:6]([CH2:27][c:28]1[cH:29][cH:30][c:31]([O:32][CH3:33])[cH:34][cH:35]1)[C:7](=[O:26])[CH:8]([CH2:18][c:19]1[c:20]([CH3:25])[cH:21][cH:22][cH:23][cH:24]1)[N:9]=[C:10]2[c:11]1[cH:12][cH:13][c:14]([F:17])[cH:15][cH:16]1.[Cl:50][CH:51]([Cl:52])[CH3:53]>>[Cl:1][c:2]1[cH:3][c:4]2[c:5]([cH:36][cH:37]1)[NH:6][C:7](=[O:26])[CH:8]([CH2:18][c:19]1[c:20]([CH3:25])[cH:21][cH:22][cH:23][cH:24]1)[N:9]=[C:10]2[c:11]1[cH:12][cH:13][c:14]([F:17])[cH:15][cH:16]1. Reactants: OC1=C(C=C(C2=CC=CC=C12)O)C(=O)NCCCCCCCCCCCCCCCC (1,4-dihydroxy-N-n-hexadecyl-2-naphthamide), CS(=O)(=O)C(C)O (methylsulfonylethanol), C1(=CC=C(C=C1)S(=O)(=O)O)C (p-toluenesulfonic acid), C1(=CC=CC=C1)C (toluene). Solvent: O (water). The product is OC1=C(C=C(C2=CC=CC=C12)OCCS(=O)(=O)C)C(=O)NCCCCCCCCCCCCCCCC (1-Hydroxy-4-(β-methylsulfonylethoxy)-N-n-hexadecyl-2-naphthamide). As a reaction SMILES: [OH:1][C:2]1[C:11]2[C:6](=[CH:7][CH:8]=[CH:9][CH:10]=2)[C:5]([OH:12])=[CH:4][C:3]=1[C:13]([NH:15][CH2:16][CH2:17][CH2:18][CH2:19][CH2:20][CH2:21][CH2:22][CH2:23][CH2:24][CH2:25][CH2:26][CH2:27][CH2:28][CH2:29][CH2:30][CH3:31])=[O:14].[CH3:32][S:33]([CH:36](O)[CH3:37])(=[O:35])=[O:34].C1(C)C=CC(S(O)(=O)=O)=CC=1.C1(C)C=CC=CC=1>O>[OH:1][C:2]1[C:11]2[C:6](=[CH:7][CH:8]=[CH:9][CH:10]=2)[C:5]([O:12][CH2:37][CH2:36][S:33]([CH3:32])(=[O:35])=[O:34])=[CH:4][C:3]=1[C:13]([NH:15][CH2:16][CH2:17][CH2:18][CH2:19][CH2:20][CH2:21][CH2:22][CH2:23][CH2:24][CH2:25][CH2:26][CH2:27][CH2:28][CH2:29][CH2:30][CH3:31])=[O:14]. Reported procedure: 10 g (0.023 mol) of 1,4-dihydroxy-N-n-hexadecyl-2-naphthamide, 5.7 g (0.046 mol) of methylsulfonylethanol and 4.4 g (0.023 mol) of p-toluenesulfonic acid were added to 50 ml of dehydrated toluene. The mixture was refluxed with heating for 5 hours and the water produced was removed. Toluene was removed under reduced pressure. 100 ml of methanol was added to the mixture. The crystals thus deposited were collected by filtration to obtain 10.8 g (88%) of Coupler (2). Melting Point: 107° to 109° C. (... Starting materials: CCCCCC=CCC=CCC=CCC=CCCCCN, ClCCl, O=C(Cl)C(=O)Cl, CN(C)C=O, O=C(O)C(F)(F)F. The product is CCCCCC=CCC=CCC=CCC=CCCCCN, O=C(O)C(F)(F)F. As a reaction SMILES: [CH2:19]([CH2:20][CH2:21][CH2:22][CH:23]=[CH:24][CH2:25][CH:26]=[CH:27][CH2:28][CH:29]=[CH:30][CH2:31][CH:32]=[CH:33][CH2:34][CH2:35][CH2:36][CH2:37][CH3:38])[NH2:39].[CH2:40]([Cl:41])[Cl:42].[Cl:13][C:14]([C:15]([Cl:16])=[O:17])=[O:18].[O:8]=[CH:9][N:10]([CH3:11])[CH3:12].[OH:1][C:2](=[O:3])[C:4]([F:5])([F:6])[F:7]>>[CH2:19]([CH2:20][CH2:21][CH2:22][CH:23]=[CH:24][CH2:25][CH:26]=[CH:27][CH2:28][CH:29]=[CH:30][CH2:31][CH:32]=[CH:33][CH2:34][CH2:35][CH2:36][CH2:37][CH3:38])[NH2:39].[O:1]=[C:2]([OH:3])[C:4]([F:5])([F:6])[F:7].